From a dataset of the Open Reaction Database (ORD), a public repository of structured organic reaction records. describe an organic reaction: reactants, conditions, products, and yield Run in C(Cl)(Cl)(Cl)Cl (carbon tetrachloride). The product is ClC1=CC=C(C=C1)SCl (4-chlorobenzene sulfenyl chloride). RXN SMILES: [Cl:1][C:2]1[CH:7]=[CH:6][C:5]([SH:8])=[CH:4][CH:3]=1.S(Cl)([Cl:12])(=O)=O>C(Cl)(Cl)(Cl)Cl>[Cl:1][C:2]1[CH:7]=[CH:6][C:5]([S:8][Cl:12])=[CH:4][CH:3]=1. The reactants are ClC1=CC=C(C=C1)S (4-chlorothiophenol), 1, S(=O)(=O)(Cl)Cl (Sulfuryl chloride). Reported procedure: A solution of 4-chlorothiophenol, 1 (20.15 g, 0.139 mol) in 170 mL of anhydrous carbon tetrachloride was placed in a 0.5 L 3-neck round bottom flask equipped with a magnetic stirrer, thermocouple, addition funnel, nitrogen line, heating mantle, condenser and caustic scrubber to absorb acidic gases (SO2 and HCl). A catalytic amount of pyridine (3 mL) was added to the solution, and the flask's content was chilled to ˜10° C. Sulfuryl chloride (55.2 g, 0.409 mol) was slowly added to the solution of ... Conditions: temperature 10 celsius.